This data is from the Open Reaction Database (ORD), a public repository of structured organic reaction records. The task is: describe an organic reaction: reactants, conditions, products, and yield Starting materials: C=CCn1cc(C(O)c2ccc3c(cnn3-c3ccc(F)cc3)c2)c2ccccc21, ClCCl, O=[Cr](=O)([O-])Cl, c1cc[nH+]cc1. The product is C=CCn1cc(C(=O)c2ccc3c(cnn3-c3ccc(F)cc3)c2)c2ccccc21. Reaction SMILES: [CH2:1]([CH:2]=[CH2:3])[n:4]1[cH:5][c:6]([CH:13]([OH:14])[c:15]2[cH:16][c:17]3[cH:18][n:19][n:20](-[c:24]4[cH:25][cH:26][c:27]([F:30])[cH:28][cH:29]4)[c:21]3[cH:22][cH:23]2)[c:7]2[cH:8][cH:9][cH:10][cH:11][c:12]12.[Cl:42][CH2:43][Cl:44].[O:31]=[Cr:32]([Cl:33])([O-:34])=[O:35].[nH+:36]1[cH:37][cH:38][cH:39][cH:40][cH:41]1>>[CH2:1]([CH:2]=[CH2:3])[n:4]1[cH:5][c:6]([C:13](=[O:14])[c:15]2[cH:16][c:17]3[cH:18][n:19][n:20](-[c:24]4[cH:25][cH:26][c:27]([F:30])[cH:28][cH:29]4)[c:21]3[cH:22][cH:23]2)[c:7]2[cH:8][cH:9][cH:10][cH:11][c:12]12.